This data is from the Open Reaction Database (ORD), a public repository of structured organic reaction records. The task is: describe an organic reaction: reactants, conditions, products, and yield The reactants are C1CCOC1, [Na+], O=C1NCCNC1c1ccccc1, [OH-], O. The product is c1ccc(C2CNCCN2)cc1. Reaction SMILES: [CH2:17]1[O:18][CH2:19][CH2:20][CH2:21]1.[Na+:16].[O:1]=[C:2]1[NH:3][CH2:4][CH2:5][NH:6][CH:7]1[c:8]1[cH:9][cH:10][cH:11][cH:12][cH:13]1.[OH-:15].[OH2:14]>>[CH2:2]1[NH:3][CH2:4][CH2:5][NH:6][CH:7]1[c:8]1[cH:9][cH:10][cH:11][cH:12][cH:13]1. Starting materials: C(C)OC(=O)C1(N(C=C(C1)C1=C(C=C(C=C1)Cl)N)C(C)=O)C(=O)OCC (1-Acetyl-4-(2-amino-4-chlorophenyl)-2,3-dihydro-1H-pyrrole-2,2-dicarboxylic acid diethylester), Br (HBr). Yields the product ClC=1C=C2NC=C(C[C@H](N)C(=O)O)C2=CC1 (6-Chlorotryptophan). The yield is 91.1%. Reaction SMILES: C([O:3][C:4]([C:6]1(C(OCC)=O)[CH2:10][C:9]([C:11]2[CH:16]=[CH:15][C:14]([Cl:17])=[CH:13][C:12]=2[NH2:18])=[CH:8][N:7]1C(=O)C)=[O:5])C.Br>>[Cl:17][C:14]1[CH:13]=[C:12]2[C:11](=[CH:16][CH:15]=1)[C:9]([CH2:10][C@@H:6]([C:4]([OH:3])=[O:5])[NH2:7])=[CH:8][NH:18]2. Procedure details: A mixture of 60 g (0.16 mol) of the compound of Example 11, and 450 ml. of 2 N aqueous HBr was heated under N2 at 95° for 30 hours. The solution was concentrated in vacuo and the residual salt was taken up in 300 ml of water. The solution was brought to pH 5.5 with 4 N NaOH and the mixture was chilled in an icebath for 1 hour. The precipitate was collected, washed with cold water and dried to give 34.8 g of product. Crystallization from glacial acetic acid (360 ml.) afforded, after drying at 100... The reactants are C(C)(C)(C)OC(CCOCCOCCOCCOCC=CCBr)=O (3-(2-{2-[2-(4-bromo-but-2-enyloxy)-ethoxy]-ethoxy}-ethoxy)-propionic acid tert-butyl ester), C(=O)(C(F)(F)F)O (TFA). The solvent is C(Cl)Cl (DCM). The product is BrCC=CCOCCOCCOCCOCCC(=O)O (3-(2-{2-[2-(4-bromo-but-2-enyloxy)-ethoxy]-ethoxy}-ethoxy)-propionic acid). Yield: 98.8%. Reaction SMILES: C([O:5][C:6](=[O:24])[CH2:7][CH2:8][O:9][CH2:10][CH2:11][O:12][CH2:13][CH2:14][O:15][CH2:16][CH2:17][O:18][CH2:19][CH:20]=[CH:21][CH2:22][Br:23])(C)(C)C.C(O)(C(F)(F)F)=O>C(Cl)Cl>[Br:23][CH2:22][CH:21]=[CH:20][CH2:19][O:18][CH2:17][CH2:16][O:15][CH2:14][CH2:13][O:12][CH2:11][CH2:10][O:9][CH2:8][CH2:7][C:6]([OH:24])=[O:5]. Reported procedure: At RT, a solution of 1 g of 3-(2-{2-[2-(4-bromo-but-2-enyloxy)-ethoxy]-ethoxy}-ethoxy)-propionic acid tert-butyl ester (commercially available), 6 ml of TFA and 3 ml of DCM is stirred during 3 hrs, and then concentrated to dryness under RP. The oily residue is diluted with toluene and concentrated to dryness under RP affording 853 mg of 3-(2-{2-[2-(4-bromo-but-2-enyloxy)-ethoxy]-ethoxy}-ethoxy)-propionic acid in the form of a brown oil.